Dataset: the Open Reaction Database (ORD), a public repository of structured organic reaction records. Task: describe an organic reaction: reactants, conditions, products, and yield The reactants are N1C(=CC=C1)C=O (pyrrole-2-carboxaldehyde), C(=O)O (formic acid). Yields the product C12=CC=C(N1)C=C1C=CC(=N1)C=C1C=CC(N1)=CC=1C=CC(N1)=C2 (porphine), N1C=CC=C1 (pyrrole), C=O (formaldehyde). RXN SMILES: [NH:1]1[CH:5]=[CH:4][CH:3]=[C:2]1[CH:6]=O.[CH:8](O)=[O:9]>>[C:5]12[CH:6]=[C:2]3[N:1]=[C:5]([CH:4]=[CH:3]3)[CH:6]=[C:2]3[NH:1][C:5]([CH:4]=[CH:3]3)=[CH:6][C:2]3=[N:1][C:5]([CH:4]=[CH:3]3)=[CH:6][C:2]([NH:1]1)=[CH:3][CH:4]=2.[NH:1]1[CH:5]=[CH:4][CH:3]=[CH:2]1.[CH2:8]=[O:9]. Procedure details: The reported methods for the synthesis of porphine over the past 70 years are summarized in Table 1. Fischer and Gleim obtained 17 mg of porphine by prolonged heating of 20 g of pyrrole-2-carboxaldehyde in formic acid.6 In the same era, Rothemund obtained porphine from pyrrole and formaldehyde, albeit in very low yield (0.02%).7 The yield was increased to 0.9% by slow addition of pyrrole and formaldehyde to propionic acid.8 The reactants are C1CCOC1, CCOC(=O)c1c(C(=O)N2CCC2)cnn1C, [Cl-], Cl, [Na+], [Na+], [OH-]. Yields the product Cn1ncc(C(=O)N2CCC2)c1C(=O)O. RXN SMILES: [CH2:23]1[O:24][CH2:25][CH2:26][CH2:27]1.[CH2:3]([CH3:4])[O:5][C:6](=[O:7])[c:8]1[n:9]([CH3:19])[n:10][cH:11][c:12]1[C:13](=[O:14])[N:15]1[CH2:16][CH2:17][CH2:18]1.[Cl-:21].[ClH:20].[Na+:22].[Na+:2].[OH-:1]>>[O:5]=[C:6]([OH:7])[c:8]1[n:9]([CH3:19])[n:10][cH:11][c:12]1[C:13](=[O:14])[N:15]1[CH2:16][CH2:17][CH2:18]1. The reactants are O=C(NC1CC1)c1cccc(Br)c1, CC(C)C(O)(c1ccc(B(O)O)cc1)c1cn(C(c2ccccc2)(c2ccccc2)c2ccccc2)cn1, c1ccc(P(c2ccccc2)(c2ccccc2)[Pd](P(c2ccccc2)(c2ccccc2)c2ccccc2)(P(c2ccccc2)(c2ccccc2)c2ccccc2)P(c2ccccc2)(c2ccccc2)c2ccccc2)cc1. Product: CC(C)C(O)(c1ccc(-c2cccc(C(=O)NC3CC3)c2)cc1)c1cn(C(c2ccccc2)(c2ccccc2)c2ccccc2)cn1. RXN SMILES: [Br:39][c:40]1[cH:41][c:42]([C:43](=[O:44])[NH:45][CH:46]2[CH2:47][CH2:48]2)[cH:49][cH:50][cH:51]1.[OH:1][C:2]([CH:3]([CH3:4])[CH3:5])([c:6]1[n:7][cH:8][n:9]([C:11]([c:12]2[cH:13][cH:14][cH:15][cH:16][cH:17]2)([c:18]2[cH:19][cH:20][cH:21][cH:22][cH:23]2)[c:24]2[cH:25][cH:26][cH:27][cH:28][cH:29]2)[cH:10]1)[c:30]1[cH:31][cH:32][c:33]([B:36]([OH:37])[OH:38])[cH:34][cH:35]1.[cH:52]1[cH:53][cH:54][c:55]([P:56]([Pd:57]([P:58]([c:59]2[cH:60][cH:61][cH:62][cH:63][cH:64]2)([c:65]2[cH:66][cH:67][cH:68][cH:69][cH:70]2)[c:71]2[cH:72][cH:73][cH:74][cH:75][cH:76]2)([P:77]([c:78]2[cH:79][cH:80][cH:81][cH:82][cH:83]2)([c:84]2[cH:85][cH:86][cH:87][cH:88][cH:89]2)[c:90]2[cH:91][cH:92][cH:93][cH:94][cH:95]2)[P:96]([c:97]2[cH:98][cH:99][cH:100][cH:101][cH:102]2)([c:103]2[cH:104][cH:105][cH:106][cH:107][cH:108]2)[c:109]2[cH:110][cH:111][cH:112][cH:113][cH:114]2)([c:115]2[cH:116][cH:117][cH:118][cH:119][cH:120]2)[c:121]2[cH:122][cH:123][cH:124][cH:125][cH:126]2)[cH:127][cH:128]1>>[OH:1][C:2]([CH:3]([CH3:4])[CH3:5])([c:6]1[n:7][cH:8][n:9]([C:11]([c:12]2[cH:13][cH:14][cH:15][cH:16][cH:17]2)([c:18]2[cH:19][cH:20][cH:21][cH:22][cH:23]2)[c:24]2[cH:25][cH:26][cH:27][cH:28][cH:29]2)[cH:10]1)[c:30]1[cH:31][cH:32][c:33](-[c:40]2[cH:41][c:42]([C:43](=[O:44])[NH:45][CH:46]3[CH2:47][CH2:48]3)[cH:49][cH:50][cH:51]2)[cH:34][cH:35]1. Reactants: COC(=O)C=1N=CC2=CC(=CC=C2C1O)Br (7-bromo-4-hydroxy-isoquinoline-3-carboxylic acid methyl ester), C(=O)([O-])[O-].[K+].[K+] (K2CO3), C1=CC=C(C=C1)CBr (BnBr). Solvent: CN(C)C=O (DMF), CCOC(=O)C (EtOAc), O (H2O). Conditions: temperature 60 celsius, time 16 hour. Product: C(C1=CC=CC=C1)OC1=C(N=CC2=CC(=CC=C12)Br)C(=O)OC (Methyl 4-(benzyloxy)-7-bromoisoquinoline-3-carboxylate). RXN SMILES: [CH3:1][O:2][C:3]([C:5]1[N:6]=[CH:7][C:8]2[C:13]([C:14]=1[OH:15])=[CH:12][CH:11]=[C:10]([Br:16])[CH:9]=2)=[O:4].C([O-])([O-])=O.[K+].[K+].[CH:23]1[CH:28]=[CH:27][C:26]([CH2:29]Br)=[CH:25][CH:24]=1>CN(C=O)C.CCOC(C)=O.O>[CH2:29]([O:15][C:14]1[C:13]2[C:8](=[CH:9][C:10]([Br:16])=[CH:11][CH:12]=2)[CH:7]=[N:6][C:5]=1[C:3]([O:2][CH3:1])=[O:4])[C:26]1[CH:27]=[CH:28][CH:23]=[CH:24][CH:25]=1 |f:1.2.3|. Procedure details: A mixture of 7-bromo-4-hydroxy-isoquinoline-3-carboxylic acid methyl ester (955.0 mg, 3.4 mmol), K2CO3 (1.2 g, 8.5 mmol), KI (56.2 mg, 0.3 mmol) and BnBr (0.6 mL, 4.7 mmol) in DMF (17 mL) was stirred at 60° C. for 16 hours. After cooling to room temperature, the mixture was diluted with EtOAc (100 mL) and H2O (100 mL). The layers were separated and the aqueous layer was extracted twice with EtOAc. The combined organic layers were dried over MgSO4, concentrated, and purified by flash chromatograp... Starting materials: CCO, CCOC(=O)c1ccc(=O)n(-c2c(Cl)cccc2Cl)c1, [Na+], [OH-]. Yields the product O=C(O)c1ccc(=O)n(-c2c(Cl)cccc2Cl)c1. As a reaction SMILES: [CH3:23][CH2:24][OH:25].[Cl:1][c:2]1[c:3](-[n:9]2[cH:10][c:11]([C:16](=[O:17])[O:18][CH2:19][CH3:20])[cH:12][cH:13][c:14]2=[O:15])[c:4]([Cl:8])[cH:5][cH:6][cH:7]1.[Na+:22].[OH-:21]>>[Cl:1][c:2]1[c:3](-[n:9]2[cH:10][c:11]([C:16](=[O:17])[OH:18])[cH:12][cH:13][c:14]2=[O:15])[c:4]([Cl:8])[cH:5][cH:6][cH:7]1. Run in CCOC(=O)C (EtOAc). Starting materials: C(C)(C)(C)OC(NCC1=NC=C(C2=CC(=CC(=C12)OC)OC)C(N(CCC1=NC=CC=C1)C)=O)=O ({6,8-dimethoxy-4-[methyl-(2-pyridin-2-yl-ethyl)-carbamoyl]-isoquinolin-1-ylmethyl}-carbamic acid tert-butyl ester), Cl (HCl). Procedure details: As described in example 1, 57 mg of {6,8-dimethoxy-4-[methyl-(2-pyridin-2-yl-ethyl)-carbamoyl]-isoquinolin-1-ylmethyl}-carbamic acid tert-butyl ester was treated with HCl in EtOAc to give 74 mg (>100%) of 1-aminomethyl-6,8-dimethoxy-isoquinoline-4-carboxylic acid methyl-(2-pyridin-2-yl-ethyl)-amide hydrochloride. MS: APCI (M+H) calc'd for C21H24N4O3+H 381.4; found 381.2. RXN SMILES: C(OC(=O)[NH:7][CH2:8][C:9]1[C:18]2[C:13](=[CH:14][C:15]([O:21][CH3:22])=[CH:16][C:17]=2[O:19][CH3:20])[C:12]([C:23](=[O:34])[N:24]([CH3:33])[CH2:25][CH2:26][C:27]2[CH:32]=[CH:31][CH:30]=[CH:29][N:28]=2)=[CH:11][N:10]=1)(C)(C)C.[ClH:36]>CCOC(C)=O>[ClH:36].[CH3:33][N:24]([CH2:25][CH2:26][C:27]1[CH:32]=[CH:31][CH:30]=[CH:29][N:28]=1)[C:23]([C:12]1[C:13]2[C:18](=[C:17]([O:19][CH3:20])[CH:16]=[C:15]([O:21][CH3:22])[CH:14]=2)[C:9]([CH2:8][NH2:7])=[N:10][CH:11]=1)=[O:34] |f:3.4|. Product: Cl.CN(C(=O)C1=CN=C(C2=C(C=C(C=C12)OC)OC)CN)CCC1=NC=CC=C1 (1-aminomethyl-6,8-dimethoxy-isoquinoline-4-carboxylic acid methyl-(2-pyridin-2-yl-ethyl)-amide hydrochloride). Isolated yield 100.0%. The reactants are CO, [Na+], [OH-], O, CCCC(C(=O)OC)c1c(C)nc2cc(C(C)(C)C)nn2c1-c1ccc2sccc2c1. Product: CCCC(C(=O)O)c1c(C)nc2cc(C(C)(C)C)nn2c1-c1ccc2sccc2c1. Reaction SMILES: [CH3:35][OH:36].[Na+:33].[OH-:32].[OH2:34].[s:1]1[c:2]2[c:3]([cH:4][cH:5]1)[cH:6][c:7](-[c:10]1[c:11]([CH:24]([C:25](=[O:26])[O:27][CH3:28])[CH2:29][CH2:30][CH3:31])[c:12]([CH3:23])[n:13][c:14]3[n:15]1[n:16][c:17]([C:19]([CH3:20])([CH3:21])[CH3:22])[cH:18]3)[cH:8][cH:9]2>>[s:1]1[c:2]2[c:3]([cH:4][cH:5]1)[cH:6][c:7](-[c:10]1[c:11]([CH:24]([C:25](=[O:26])[OH:27])[CH2:29][CH2:30][CH3:31])[c:12]([CH3:23])[n:13][c:14]3[n:15]1[n:16][c:17]([C:19]([CH3:20])([CH3:21])[CH3:22])[cH:18]3)[cH:8][cH:9]2. Starting materials: [Cl-].[NH4+] (ammonium chloride), N (ammonia), Cl.COC([C@@H](N)CC1=CC=CC=C1)=O (L-Phenylalanine methyl ester hydrochloride), C[Mg]I (methylmagnesium iodide), C(C)OCC (diethyl ether). Solvent: O (water). Yields the product N[C@H](C(C)(O)C)CC1=CC=CC=C1 ((3S)-3-Amino-2-methyl-4-phenylbutan-2-ol). Yield: 41.0%. RXN SMILES: Cl.COC(=O)[C@H:5]([CH2:7][C:8]1[CH:13]=[CH:12][CH:11]=[CH:10][CH:9]=1)[NH2:6].[CH3:15][Mg]I.[Cl-].[NH4+].N.C([O:23][CH2:24][CH3:25])C>O>[NH2:6][C@@H:5]([CH2:7][C:8]1[CH:13]=[CH:12][CH:11]=[CH:10][CH:9]=1)[C:24]([CH3:25])([OH:23])[CH3:15] |f:0.1,3.4|. Reported procedure: L-Phenylalanine methyl ester hydrochloride (7) (8 g, 37.09 mmol) was added in portions, during 15 minutes, to a solution of methylmagnesium iodide [prepared from methyl iodide (13.76 ml, 222.6 mmol)] in diethyl ether (304 ml) and refluxed for 6 hours. To promote hydrolysis, a saturated solution of ammonium chloride (19.38 g, 370.9 mmol) in water (70 ml) was added dropwise with vigorous stirring. The insoluble product was filtered off through celite, and the organic layer was separated and dried ... The reactants are CC(CO)Nc1nc(Cl)ncc1-c1cccs1, COCCN=S(C)(=O)c1ccc(N)cc1. The product is COCCN=S(C)(=O)c1ccc(Nc2ncc(-c3cccs3)c(NC(C)CO)n2)cc1. RXN SMILES: [Cl:1][c:2]1[n:3][cH:4][c:5](-[c:13]2[s:14][cH:15][cH:16][cH:17]2)[c:6]([NH:8][CH:9]([CH2:10][OH:11])[CH3:12])[n:7]1.[NH2:18][c:19]1[cH:20][cH:21][c:22]([S:25](=[O:26])(=[N:27][CH2:28][CH2:29][O:30][CH3:31])[CH3:32])[cH:23][cH:24]1>>[c:2]1([NH:18][c:19]2[cH:20][cH:21][c:22]([S:25](=[O:26])(=[N:27][CH2:28][CH2:29][O:30][CH3:31])[CH3:32])[cH:23][cH:24]2)[n:3][cH:4][c:5](-[c:13]2[s:14][cH:15][cH:16][cH:17]2)[c:6]([NH:8][CH:9]([CH2:10][OH:11])[CH3:12])[n:7]1. Run in C(C)(=O)OCC (ethyl acetate), CN(C)C=O (DMF). The reactants are FC1=C(C=CC(=C1)C(F)(F)F)[C@]12CNC[C@@H]2C1 ((1S,5R)-1-[2-fluoro-4-(trifluoromethyl)phenyl]-3-azabicyclo[3.1.0]hexane), ClCCCSC1=NN=C(N1C)C1=C(N=CO1)C (3-[(3-Chloropropyl)thio]-4-methyl-5-(4-methyl-1,3-oxazol-5-yl)-4H-1,2,4-triazole), C(=O)([O-])[O-].[K+].[K+] (K2CO3), [Na+].[I-] (NaI), FC1=C(C=CC(=C1)C(F)(F)F)[C@]12CNC[C@@H]2C1 ((1S,5R)-1-[2-fluoro-4-(trifluoromethyl)phenyl]-3-azabicyclo[3.1.0]hexane). Reaction conditions: temperature 60 celsius. Reported procedure: The free base of the title compound was prepared in analogy to the method described in Example 1 from (1S,5R)-1-[2-fluoro-4-(trifluoromethyl)phenyl]-3-azabicyclo[3.1.0]hexane. A mixture of (1S,5R)-1-[2-fluoro-4-(trifluoromethyl)phenyl]-3-azabicyclo[3.1.0]hexane (Preparation 39, 727 mg, 2.97 mmol), 3-[(3-Chloropropyl)thio]-4-methyl-5-(4-methyl-1,3-oxazol-5-yl)-4H-1,2,4-triazole (Preparation 14, 3.6 mmol.), K2CO3 (3.6 mmol.) and NaI (2.97 mmol) in DMF anhydrous was heated at 60° C. for 24 h. After... Reaction SMILES: [F:1][C:2]1[CH:7]=[C:6]([C:8]([F:11])([F:10])[F:9])[CH:5]=[CH:4][C:3]=1[C@:12]12[CH2:17][C@H:16]1[CH2:15][NH:14][CH2:13]2.[Cl:18][CH2:19][CH2:20][CH2:21][S:22][C:23]1[N:27]([CH3:28])[C:26]([C:29]2[O:33][CH:32]=[N:31][C:30]=2[CH3:34])=[N:25][N:24]=1.C([O-])([O-])=O.[K+].[K+].[Na+].[I-]>CN(C=O)C.C(OCC)(=O)C>[ClH:18].[F:1][C:2]1[CH:7]=[C:6]([C:8]([F:11])([F:10])[F:9])[CH:5]=[CH:4][C:3]=1[C@:12]12[CH2:17][C@H:16]1[CH2:15][N:14]([CH2:19][CH2:20][CH2:21][S:22][C:23]1[N:27]([CH3:28])[C:26]([C:29]3[O:33][CH:32]=[N:31][C:30]=3[CH3:34])=[N:25][N:24]=1)[CH2:13]2 |f:2.3.4,5.6,9.10|. Yields the product Cl.FC1=C(C=CC(=C1)C(F)(F)F)[C@]12CN(C[C@@H]2C1)CCCSC1=NN=C(N1C)C1=C(N=CO1)C ((1S,5R)-1-[2-Fluoro-4-(trifluoromethyl)phenyl]-3-(3-{[4-methyl-5-(4-methyl-1,3-oxazol-5-yl)-4H-1,2,4-triazol-3-yl]thio}propyl)-3-azabicyclo[3.1.0]hexane hydrochloride), free base.